From a dataset of the Open Reaction Database (ORD), a public repository of structured organic reaction records. describe an organic reaction: reactants, conditions, products, and yield The reactants are Fc1ccc(-c2ccc(OCCN3CCOCC3)cc2)cn1, NCc1ccccc1, N#CCc1ccc(-c2ccc(OCCN3CCOCC3)cc2)cn1, COC(=O)Cc1ccc(-c2ccc(OCCN3CCOCC3)cc2)cn1. Yields the product O=C(Cc1ccc(-c2ccc(OCCN3CCOCC3)cc2)cn1)NCc1ccccc1. As a reaction SMILES: [F:51][c:52]1[n:53][cH:54][c:55](-[c:56]2[cH:57][cH:58][c:59]([O:60][CH2:61][CH2:62][N:63]3[CH2:64][CH2:65][O:66][CH2:67][CH2:68]3)[cH:69][cH:70]2)[cH:71][cH:72]1.[NH2:73][CH2:74][c:75]1[cH:76][cH:77][cH:78][cH:79][cH:80]1.[O:1]1[CH2:2][CH2:3][N:4]([CH2:5][CH2:6][O:7][c:8]2[cH:9][cH:10][c:11](-[c:12]3[cH:13][cH:14][c:15]([CH2:16][C:17]#[N:18])[n:19][cH:20]3)[cH:21][cH:22]2)[CH2:23][CH2:24]1.[O:25]1[CH2:26][CH2:27][N:28]([CH2:31][CH2:32][O:33][c:34]2[cH:35][cH:36][c:37](-[c:40]3[cH:41][cH:42][c:43]([CH2:46][C:47](=[O:48])[O:49][CH3:50])[n:44][cH:45]3)[cH:38][cH:39]2)[CH2:29][CH2:30]1>>[O:25]1[CH2:26][CH2:27][N:28]([CH2:31][CH2:32][O:33][c:34]2[cH:35][cH:36][c:37](-[c:40]3[cH:41][cH:42][c:43]([CH2:46][C:47](=[O:48])[NH:73][CH2:74][c:75]4[cH:76][cH:77][cH:78][cH:79][cH:80]4)[n:44][cH:45]3)[cH:38][cH:39]2)[CH2:29][CH2:30]1. Starting materials: FC1=C(C(=C(C(=C1[Si](OCC)(OCC)C1=C(C(=C(C(=C1F)F)F)F)F)F)F)F)F (di(pentafluorophenyl)diethoxysilane), S(=O)(Cl)Cl (thionylchloride), Cl.[NH+]1=CC=CC=C1 (pyridinium hydrochloride). Conditions: time 16 hour. The product is FC1=C(C(=C(C(=C1[SiH](OCCCl)C1=C(C(=C(C(=C1F)F)F)F)F)F)F)F)F (di(pentafluorophenyl)chloroethoxysilane). As a reaction SMILES: [F:1][C:2]1[C:7]([Si:8]([C:15]2[C:20]([F:21])=[C:19]([F:22])[C:18]([F:23])=[C:17]([F:24])[C:16]=2[F:25])(OCC)[O:9][CH2:10][CH3:11])=[C:6]([F:26])[C:5]([F:27])=[C:4]([F:28])[C:3]=1[F:29].S(Cl)([Cl:32])=O.Cl.[NH+]1C=CC=CC=1>>[F:1][C:2]1[C:7]([SiH:8]([C:15]2[C:20]([F:21])=[C:19]([F:22])[C:18]([F:23])=[C:17]([F:24])[C:16]=2[F:25])[O:9][CH2:10][CH2:11][Cl:32])=[C:6]([F:26])[C:5]([F:27])=[C:4]([F:28])[C:3]=1[F:29] |f:2.3|. Procedure: 180.93 g (0.400 mol) di(pentafluorophenyl)diethoxysilane, 29 mL (0.400 mol, 47.6 g) thionylchloride and 4.92 g (0.0426 mol) pyridinium hydrochloride are refluxed and stirred for 16 h. Unreacted SOCl2 is evaporated and di(pentafluorophenyl)chloroethoxysilane isolated by vacuum distillation. The reactants are C(CC)N(C1CC2=CC(=C(C=C2C1)C(=O)[O-])C(=O)[O-])CCC (2-(dipropylamino)-2,3-dihydro-1H-indene-5,6-dicarboxylate), COC=1C=C(CN)C=CC1 (m-methoxybenzylamine), Cl (HCl). Yields the product C(CC)N(C1CC=2C(=CC=3C(N(C(C3C2)=O)CC2=CC(=CC=C2)OC)=O)C1)CCC (6-(Dipropylamino)-6,7-dihydro-2-[(3-methoxyphenyl)methyl]cyclopent[f]isoindole-1,3(2H,5H)-dione). As a reaction SMILES: [CH2:1]([N:4]([CH2:20][CH2:21][CH3:22])[CH:5]1[CH2:13][C:12]2[C:7](=[CH:8][C:9]([C:17]([O-])=[O:18])=[C:10]([C:14]([O-:16])=O)[CH:11]=2)[CH2:6]1)[CH2:2][CH3:3].[CH3:23][O:24][C:25]1[CH:26]=[C:27]([CH:30]=[CH:31][CH:32]=1)[CH2:28][NH2:29].Cl>>[CH2:1]([N:4]([CH2:20][CH2:21][CH3:22])[CH:5]1[CH2:13][C:12]2=[CH:11][C:10]3[C:14](=[O:16])[N:29]([CH2:28][C:27]4[CH:30]=[CH:31][CH:32]=[C:25]([O:24][CH3:23])[CH:26]=4)[C:17](=[O:18])[C:9]=3[CH:8]=[C:7]2[CH2:6]1)[CH2:2][CH3:3]. Procedure: Using procedure 49, 2-(dipropylamino)-2,3-dihydro-1H-indene-5,6-dicarboxylate (92, 0.35 g, 1.0 mmol) was treated with m-methoxybenzylamine (0.17 mL, 1.3 mmol). Purification using silica gel, eluting with 3:1 hexane/acetone, afforded an oil that was converted to an HCl salt and recrystallized from hot MeOH/EtOAc to give 104 as a white solid (m.p. 247-248° C.). Starting materials: C([O-])([O-])=O.[K+].[K+] (potassium carbonate), BrCC=1C(=NN(C1Cl)C)C (4-(bromomethyl)-5-chloro-1,3-dimethyl-1H-pyrazole), CC1=CC(=NC(=N1)S)O (6-methyl-2-sulfanylpyrimidin-4-ol). Run in CN(C)C=O (DMF). Run at time 3 hour. The product is ClC1=C(C(=NN1C)C)CSC1=NC(=CC(=N1)O)C (2-{[(5-chloro-1,3-dimethyl-1H-pyrazol-4-yl)methyl]sulfanyl}-6-methylpyrimidin-4-ol). Yield: 22.2%. As a reaction SMILES: [CH3:1][C:2]1[N:7]=[C:6]([SH:8])[N:5]=[C:4]([OH:9])[CH:3]=1.C(=O)([O-])[O-].[K+].[K+].Br[CH2:17][C:18]1[C:19]([CH3:25])=[N:20][N:21]([CH3:24])[C:22]=1[Cl:23]>CN(C=O)C>[Cl:23][C:22]1[N:21]([CH3:24])[N:20]=[C:19]([CH3:25])[C:18]=1[CH2:17][S:8][C:6]1[N:5]=[C:4]([OH:9])[CH:3]=[C:2]([CH3:1])[N:7]=1 |f:1.2.3|. Procedure: 6-methyl-2-sulfanylpyrimidin-4-ol (437 mg, 3.0 mmol) was dissolved in anhydrous DMF (25 mL), then potassium carbonate (1.27 g, 9.2 mmol) and crude 4-(bromomethyl)-5-chloro-1,3-dimethyl-1H-pyrazole (1.03 g, 4.6 mmol) were added. The mixture was stirred for 3 hours at room temperature. The solid was removed by filtration and washed with methanol, and the filtrate was evaporated. The residue was dissolved in DCM/MeOH and purified on silica gel using 10% DCM/MeOH to afford 2-{[(5-chloro-1,3-dimethyl...